Dataset: the Open Reaction Database (ORD), a public repository of structured organic reaction records. Task: describe an organic reaction: reactants, conditions, products, and yield Reactants: C[N+]1(CCOCC1)[O-] (N-methylmorpholine N-oxide), ( 4A ), hydrochloride salt, O[C@H](CN1C=2N(CCC13CC3)C(C=C(N2)C2=CC=NC=C2)=O)C2=CC=CC=C2 (1′-[(2S)-2-hydroxy-2-phenylethyl]-8′-pyridin-4-yl-3′,4′-dihydrospiro[cyclopropane-1,2′-pyrimido[1,2-a]pyrimidin]-6′(1′H)-one). The reagents and catalysts are [Ru](=O)(=O)(=O)[O-].C(CC)[N+](CCC)(CCC)CCC (tetra-n-propylammonium perruthenate). Run in ClCCl (dichloromethane). Conditions: temperature 20 celsius, time 12 hour. The product is O=C(CN1C=2N(CCC13CC3)C(C=C(N2)C2=CC=NC=C2)=O)C2=CC=CC=C2 (1′-(2-Oxo-2-phenylethyl)-8′-pyridin-4-yl-3′,4′-dihydrospiro[cyclopropane-1,2′-pyrimido[1,2-a]pyrimidin]-6′(1′H)-one). The yield is 25.2%. RXN SMILES: [OH:1][C@@H:2]([C:23]1[CH:28]=[CH:27][CH:26]=[CH:25][CH:24]=1)[CH2:3][N:4]1[C:9]2([CH2:11][CH2:10]2)[CH2:8][CH2:7][N:6]2[C:12](=[O:22])[CH:13]=[C:14]([C:16]3[CH:21]=[CH:20][N:19]=[CH:18][CH:17]=3)[N:15]=[C:5]12.C[N+]1([O-])CCOCC1>ClCCl.[Ru]([O-])(=O)(=O)=O.C([N+](CCC)(CCC)CCC)CC>[O:1]=[C:2]([C:23]1[CH:24]=[CH:25][CH:26]=[CH:27][CH:28]=1)[CH2:3][N:4]1[C:9]2([CH2:11][CH2:10]2)[CH2:8][CH2:7][N:6]2[C:12](=[O:22])[CH:13]=[C:14]([C:16]3[CH:21]=[CH:20][N:19]=[CH:18][CH:17]=3)[N:15]=[C:5]12 |f:3.4|. Reported procedure: 0.31 g (0.83 mmol) of 1′-[(2S)-2-hydroxy-2-phenylethyl]-8′-pyridin-4-yl-3′,4′-dihydrospiro[cyclopropane-1,2′-pyrimido[1,2-a]pyrimidin]-6′(1′H)-one was dissolved in 8 ml of anhydrous dichloromethane and mixed with 0.145 g (1.24 mmol) of N-methylmorpholine N-oxide, 0.003 g (0.0083 mmol) of tetra-n-propylammonium perruthenate and 1 g of powdered molecular sieves (4A). The mixture was stirred at 20° C. under nitrogen atmosphere for 12 h. The mixture was filtered. The filtrate was washed with a satur... Starting materials: C#Cc1cccc(N)c1, CC(C)(C)O, COc1ccc2c(Cl)ncnc2c1. Product: Cl, C#Cc1cccc(Nc2ncnc3cc(OC)ccc23)c1. RXN SMILES: [C:14](#[CH:15])[c:16]1[cH:17][c:18]([NH2:19])[cH:20][cH:21][cH:22]1.[C:23]([OH:24])([CH3:25])([CH3:26])[CH3:27].[Cl:1][c:2]1[n:3][cH:4][n:5][c:6]2[cH:7][c:8]([O:12][CH3:13])[cH:9][cH:10][c:11]12>>[ClH:1].[c:2]1([NH:19][c:18]2[cH:17][c:16]([C:14]#[CH:15])[cH:22][cH:21][cH:20]2)[n:3][cH:4][n:5][c:6]2[cH:7][c:8]([O:12][CH3:13])[cH:9][cH:10][c:11]12. The reactants are [O-]S(=O)(=O)[O-].[Mg+2] (MgSO4), ClC1=CC=C(C=N1)C=O (6-chloropyridine-3-aldehyde), Na2S4, aqueous solution, CN (methylamine). Run in C1(=CC=CC=C1)C (toluene). Reaction conditions: time 8 hour. Yields the product ClC1=CC=C(C=N1)C=NC (N-(6-chloro-3-pyridylmethylidene)methylamine). The yield is 68.1%. Reaction SMILES: [Cl:1][C:2]1[N:7]=[CH:6][C:5]([CH:8]=O)=[CH:4][CH:3]=1.[CH3:10][NH2:11].[O-]S([O-])(=O)=O.[Mg+2]>C1(C)C=CC=CC=1>[Cl:1][C:2]1[N:7]=[CH:6][C:5]([CH:8]=[N:11][CH3:10])=[CH:4][CH:3]=1 |f:2.3|. Procedure details: In 30 ml of toluene, 0.8 g (5.7×10-3 moles) of 6-chloropyridine-3-aldehyde and 10 g of Na2S4 were mixed and while the mixtures was stirred, a 40% aqueous solution of methylamine (1.4 g, 1.1×10-2 mole) was added dropwise over 30 minutes, followed by addition of 10 g of MgSO4. The mixture was allowed to stand at room temperature overnight, after which it was filtered. The filtrate was concentrated to give 0.6 g (yield 68%) of N-(6-chloro-3-pyridylmethylidene)methylamine as crystals. Starting materials: C(C)OC(C(C(=O)OCC)C1=CC=C(C=C1)[C@H](CC(=O)C1=CC(=NC=C1)C)C1=C(C=CC=C1)C)=O (2-{4-[(S)-3-(2-methyl-pyridin-4-yl)-3-oxo-1-o-tolyl-propyl]-phenyl}-malonic acid diethyl ester), Cl.NO (hydroxylamine hydrochloride), C(O)([O-])=O.[Na+] (sodium hydrogencarbonate). Product: C(C)OC(C(C(=O)OCC)C1=CC=C(C=C1)[C@H](C\C(\C1=CC(=NC=C1)C)=N/O)C1=C(C=CC=C1)C)=O (2-{4-[(S)-3-[(E)-Hydroxyimino]-3-(2-methyl-pyridin-4-yl)-1-o-tolyl-propyl]-phenyl}-malonic acid diethyl ester). RXN SMILES: [CH2:1]([O:3][C:4](=[O:35])[CH:5]([C:11]1[CH:16]=[CH:15][C:14]([C@@H:17]([C:28]2[CH:33]=[CH:32][CH:31]=[CH:30][C:29]=2[CH3:34])[CH2:18][C:19]([C:21]2[CH:26]=[CH:25][N:24]=[C:23]([CH3:27])[CH:22]=2)=O)=[CH:13][CH:12]=1)[C:6]([O:8][CH2:9][CH3:10])=[O:7])[CH3:2].Cl.[NH2:37][OH:38].C(=O)([O-])O.[Na+]>>[CH2:1]([O:3][C:4](=[O:35])[CH:5]([C:11]1[CH:16]=[CH:15][C:14]([C@@H:17]([C:28]2[CH:33]=[CH:32][CH:31]=[CH:30][C:29]=2[CH3:34])[CH2:18]/[C:19](=[N:37]\[OH:38])/[C:21]2[CH:26]=[CH:25][N:24]=[C:23]([CH3:27])[CH:22]=2)=[CH:13][CH:12]=1)[C:6]([O:8][CH2:9][CH3:10])=[O:7])[CH3:2] |f:1.2,3.4|. Reported procedure: In analogy to example 1, step 2, from 2-{4-[(S)-3-(2-methyl-pyridin-4-yl)-3-oxo-1-o-tolyl-propyl]-phenyl}-malonic acid diethyl ester and hydroxylamine hydrochloride in the presence of sodium hydrogencarbonate was prepared the title compound as a mixture of E and Z isomers (2.7:1) as a white oil, MS (ESI+): m/z=489.3 ([M+H]+. Starting materials: ClC1=C(C=CC(=C1)Cl)C(CC=1NC=C(N1)C)=O (1-(2,4-dichlorophenyl)-2-(4-methylimidazol-2-yl)ethan-1-one), COC(N(C)C)OC (N,N-dimethylformamide-dimethyl acetal). Conditions: temperature 72.5 celsius, time 2.5 hour. Yields the product ClC1=C(C=CC(=C1)Cl)C(\C(=C/N(C)C)\C=1NC=C(N1)C)=O ((2Z)-1-(2,4-dichlorophenyl)-3-(dimethylamino)-2-(4-methylimidazol-2-yl)prop-2-en-1-one). RXN SMILES: [Cl:1][C:2]1[CH:7]=[C:6]([Cl:8])[CH:5]=[CH:4][C:3]=1[C:9](=[O:17])[CH2:10][C:11]1[NH:12][CH:13]=[C:14]([CH3:16])[N:15]=1.CO[CH:20](OC)[N:21]([CH3:23])[CH3:22]>>[Cl:1][C:2]1[CH:7]=[C:6]([Cl:8])[CH:5]=[CH:4][C:3]=1[C:9](=[O:17])/[C:10](/[C:11]1[NH:12][CH:13]=[C:14]([CH3:16])[N:15]=1)=[CH:20]\[N:21]([CH3:23])[CH3:22]. Procedure details: A mixture of 1-(2,4-dichlorophenyl)-2-(4-methylimidazol-2-yl)ethan-1-one (0.33 M) and N,N-dimethylformamide-dimethyl acetal (DMFDMA) (25 ml) was stirred for 2.5 h at 70-75° C. The DMFDMA was then removed under reduced pressure and dried under high vacuum for several hours giving a light orange solid in quantitative yield. The enaminone product (2Z)-1-(2,4-dichlorophenyl)-3-(dimethylamino)-2-(4-methylimidazol-2-yl)prop-2-en-1-one was typically used without further purification.